This data is from the Open Reaction Database (ORD), a public repository of structured organic reaction records. The task is: describe an organic reaction: reactants, conditions, products, and yield Reactants: CCO, O=Cc1ccccc1, NCCc1ccsc1. Product: c1cc2c(s1)CNCC2. RXN SMILES: [CH3:17][CH2:18][OH:19].[CH:1]([c:2]1[cH:3][cH:4][cH:5][cH:6][cH:7]1)=[O:8].[s:9]1[cH:10][c:11]([CH2:14][CH2:15][NH2:16])[cH:12][cH:13]1>>[CH2:1]1[c:10]2[s:9][cH:13][cH:12][c:11]2[CH2:14][CH2:15][NH:16]1.